From a dataset of the Open Reaction Database (ORD), a public repository of structured organic reaction records. describe an organic reaction: reactants, conditions, products, and yield Starting materials: O=C(Nc1cc(F)cc(F)c1)c1cncc(Br)c1, O=C([O-])[O-], [Cs+], [Cs+], CC(C)(C)OC(=O)N1CC2CCNC2C1, O=C(C=Cc1ccccc1)C=Cc1ccccc1, O=C(C=Cc1ccccc1)C=Cc1ccccc1, C1COCCO1, O=C(C=Cc1ccccc1)C=Cc1ccccc1, [Pd], [Pd], CC1(C)c2cccc(P(c3ccccc3)c3ccccc3)c2Oc2c(P(c3ccccc3)c3ccccc3)cccc21. Yields the product CC(C)(C)OC(=O)N1CC2CCN(c3cncc(C(=O)Nc4cc(F)cc(F)c4)c3)C2C1. As a reaction SMILES: [Br:16][c:17]1[cH:18][n:19][cH:20][c:21]([C:22](=[O:23])[NH:24][c:25]2[cH:26][c:27]([F:32])[cH:28][c:29]([F:31])[cH:30]2)[cH:33]1.[C:76](=[O:77])([O-:78])[O-:79].[Cs+:80].[Cs+:81].[NH:1]1[CH:2]2[CH:3]([CH2:4][CH2:5]1)[CH2:6][N:7]([C:9](=[O:10])[O:11][C:12]([CH3:13])([CH3:14])[CH3:15])[CH2:8]2.[O:108]=[C:109]([CH:110]=[CH:111][c:112]1[cH:113][cH:114][cH:115][cH:116][cH:117]1)[CH:118]=[CH:119][c:120]1[cH:121][cH:122][cH:123][cH:124][cH:125]1.[O:126]=[C:127]([CH:128]=[CH:129][c:130]1[cH:131][cH:132][cH:133][cH:134][cH:135]1)[CH:136]=[CH:137][c:138]1[cH:139][cH:140][cH:141][cH:142][cH:143]1.[O:82]1[CH2:83][CH2:84][O:85][CH2:86][CH2:87]1.[O:90]=[C:91]([CH:92]=[CH:93][c:94]1[cH:95][cH:96][cH:97][cH:98][cH:99]1)[CH:100]=[CH:101][c:102]1[cH:103][cH:104][cH:105][cH:106][cH:107]1.[Pd:88].[Pd:89].[c:34]1([P:35]([c:36]2[cH:37][cH:38][cH:39][cH:40][cH:41]2)[c:42]2[c:43]3[c:67]([cH:68][cH:69][cH:70]2)[C:64]([CH3:65])([CH3:66])[c:46]2[c:45]([c:50]([P:51]([c:52]4[cH:53][cH:54][cH:55][cH:56][cH:57]4)[c:58]4[cH:59][cH:60][cH:61][cH:62][cH:63]4)[cH:49][cH:48][cH:47]2)[O:44]3)[cH:71][cH:72][cH:73][cH:74][cH:75]1>>[N:1]1([c:17]2[cH:18][n:19][cH:20][c:21]([C:22](=[O:23])[NH:24][c:25]3[cH:26][c:27]([F:32])[cH:28][c:29]([F:31])[cH:30]3)[cH:33]2)[CH:2]2[CH:3]([CH2:4][CH2:5]1)[CH2:6][N:7]([C:9](=[O:10])[O:11][C:12]([CH3:13])([CH3:14])[CH3:15])[CH2:8]2.